describe an organic reaction: reactants, conditions, products, and yield From a dataset of the Open Reaction Database (ORD), a public repository of structured organic reaction records. Starting materials: ClCCl, O=C(O)C(F)(F)F, COC(=O)CN1C(NC(=O)OC(C)(C)C)C(=O)NC(=O)N1c1ccccc1. Yields the product O=C(O)C(F)(F)F, COC(=O)CN1C(N)C(=O)NC(=O)N1c1ccccc1. As a reaction SMILES: [CH2:35]([Cl:36])[Cl:37].[F:28][C:29]([C:30](=[O:31])[OH:32])([F:33])[F:34].[c:1]1([N:7]2[N:8]([CH2:23][C:24](=[O:25])[O:26][CH3:27])[CH:9]([NH:15][C:16]([O:17][C:18]([CH3:19])([CH3:20])[CH3:21])=[O:22])[C:10](=[O:14])[NH:11][C:12]2=[O:13])[cH:2][cH:3][cH:4][cH:5][cH:6]1>>[F:28][C:29]([C:30](=[O:31])[OH:32])([F:33])[F:34].[c:1]1([N:7]2[N:8]([CH2:23][C:24](=[O:25])[O:26][CH3:27])[CH:9]([NH2:15])[C:10](=[O:14])[NH:11][C:12]2=[O:13])[cH:2][cH:3][cH:4][cH:5][cH:6]1. The reactants are C(C)(C)(C)OC(=O)NC1CCN(CC1)C1=NN=C(O1)C(=O)OC (methyl 5-{4-[(tert-butoxycarbonyl)amino]piperidin-1-yl}-1,3,4-oxadiazole-2-carboxylate), ClC1=C(NC(=C1Cl)C)C(=O)NC1CCN(CC1)C=1SC(=C(N1)O)C#N (3,4-Dichloro-N-[1-(5-cyano-4-hydroxy-1,3-thiazol-2-yl)piperidin-4-yl]-5-methyl-1H-pyrrole-2-carboxamide), C(C)(C)(C)OC(=O)NC1CCN(CC1)C1=NN=C(O1)C(=O)OC (methyl 5-{4-[(tert-butoxycarbonyl)amino]piperidin-1-yl}-1,3,4-oxadiazole-2-carboxylate), ClC1=C(NC(=C1Cl)C)C(=O)NC1CCN(CC1)C=1SC(=C(N1)O)C#N (3,4-Dichloro-N-[1-(5-cyano-4-hydroxy-1,3-thiazol-2-yl)piperidin-4-yl]-5-methyl-1H-pyrrole-2-carboxamide). Product: ClC1=C(NC(=C1Cl)C)C(=O)NC1CCN(CC1)C1=NN=C(O1)C(=O)OC (Methyl 5-(4-{[(3,4-dichloro-5-methyl-1H-pyrrol-2-yl)carbonyl]amino}piperidin-1-yl)-1,3,4-oxadiazole-2-carboxylate). As a reaction SMILES: C(O[C:6]([NH:8][CH:9]1[CH2:14][CH2:13][N:12]([C:15]2[O:19][C:18]([C:20]([O:22][CH3:23])=[O:21])=[N:17][N:16]=2)[CH2:11][CH2:10]1)=[O:7])(C)(C)C.[Cl:24][C:25]1[C:29]([Cl:30])=[C:28](C)[NH:27][C:26]=1[C:32](NC1CCN(C2SC(C#N)=C(O)N=2)CC1)=O>>[Cl:30][C:29]1[C:25]([Cl:24])=[C:26]([CH3:32])[NH:27][C:28]=1[C:6]([NH:8][CH:9]1[CH2:10][CH2:11][N:12]([C:15]2[O:19][C:18]([C:20]([O:22][CH3:23])=[O:21])=[N:17][N:16]=2)[CH2:13][CH2:14]1)=[O:7]. Procedure details: The title compound was synthesized by an analogous method to Example 42 by coupling methyl 5-{4-[(tert-butoxycarbonyl)amino]piperidin-1-yl}-1,3,4-oxadiazole-2-carboxylate (Intermediate 160) with 3,4-dichloro-5-methyl-1H-pyrrole-2-carboxylic acid (Intermediate 3). De-BOC and coupling should be separate steps. Starting materials: C[C@H]1[C@H](N(CCC1)C(=O)C1=C(C=CC(=C1)C)C=1C=NN(C1)C)CNC1=NC=C(C=C1)C(F)(F)F (((2S,3R)-3-methyl-2-(((5-(trifluoromethyl)pyridin-2-yl)amino)methyl)piperidin-1-yl)(5-methyl-2-(1-methyl-1H-pyrazol-4-yl)phenyl)methanone), ClC1=NC=CC=C1C(F)(F)F (2-chloro-3-(trifluoromethyl)pyridine). Yields the product C[C@H]1[C@H](N(CCC1)C(=O)C1=C(C=CC(=C1)C)C=1C=NN(C1)C)CNC1=NC=CC=C1C(F)(F)F (((2S,3R)-3-Methyl-2-(((3-(trifluoromethyl)pyridin-2-yl)amino)methyl)piperidin-1-yl)(5-methyl-2-(1-methyl-1H-pyrazol-4-yl)phenyl)methanone). RXN SMILES: [CH3:1][C@@H:2]1[CH2:7][CH2:6][CH2:5][N:4]([C:8]([C:10]2[CH:15]=[C:14]([CH3:16])[CH:13]=[CH:12][C:11]=2[C:17]2[CH:18]=[N:19][N:20]([CH3:22])[CH:21]=2)=[O:9])[C@@H:3]1[CH2:23][NH:24]C1C=CC(C(F)(F)F)=CN=1.Cl[C:36]1[C:41]([C:42]([F:45])([F:44])[F:43])=[CH:40][CH:39]=[CH:38][N:37]=1>>[CH3:1][C@@H:2]1[CH2:7][CH2:6][CH2:5][N:4]([C:8]([C:10]2[CH:15]=[C:14]([CH3:16])[CH:13]=[CH:12][C:11]=2[C:17]2[CH:18]=[N:19][N:20]([CH3:22])[CH:21]=2)=[O:9])[C@@H:3]1[CH2:23][NH:24][C:36]1[C:41]([C:42]([F:45])([F:44])[F:43])=[CH:40][CH:39]=[CH:38][N:37]=1. Procedure: The title compound was synthesized following the same general protocol as described for ((2S,3R)-3-methyl-2-(((5-(trifluoromethyl)pyridin-2-yl)amino)methyl)piperidin-1-yl)(5-methyl-2-(1-methyl-1H-pyrazol-4-yl)phenyl)methanone in Example A1, using 2-chloro-3-(trifluoromethyl)pyridine. ESI-MS (m/z): 472 [M+1]+. Reactants: ClCC=1N=C(OC1C)C1=CC(=C(C=C1)F)C (4-chloromethyl-2-(4-fluoro-3-methyl-phenyl)-5-methyl-oxazole), C([O-])([O-])=O.[Cs+].[Cs+] (cesium carbonate), [I-].[K+] (potassium iodide), COC([C@H](CC1=C(C=C(C=C1)O)C)OCC)=O ((2S)-2-ethoxy-3-(4-hydroxy-2-methyl-phenyl)-propionic acid methyl ester). The product is COC([C@H](CC1=C(C=C(C=C1)OCC=1N=C(OC1C)C1=CC(=C(C=C1)F)C)C)OCC)=O ((S)-2-ethoxy-3-{4-[2-(4-fluoro-3-methyl-phenyl)-5-methyl-oxazol-4-ylmethoxy]-2-methyl-phenyl}-propionic acid methyl ester). As a reaction SMILES: [CH3:1][O:2][C:3](=[O:17])[C@@H:4]([O:14][CH2:15][CH3:16])[CH2:5][C:6]1[CH:11]=[CH:10][C:9]([OH:12])=[CH:8][C:7]=1[CH3:13].Cl[CH2:19][C:20]1[N:21]=[C:22]([C:26]2[CH:31]=[CH:30][C:29]([F:32])=[C:28]([CH3:33])[CH:27]=2)[O:23][C:24]=1[CH3:25].C(=O)([O-])[O-].[Cs+].[Cs+].[I-].[K+]>>[CH3:1][O:2][C:3](=[O:17])[C@@H:4]([O:14][CH2:15][CH3:16])[CH2:5][C:6]1[CH:11]=[CH:10][C:9]([O:12][CH2:19][C:20]2[N:21]=[C:22]([C:26]3[CH:31]=[CH:30][C:29]([F:32])=[C:28]([CH3:33])[CH:27]=3)[O:23][C:24]=2[CH3:25])=[CH:8][C:7]=1[CH3:13] |f:2.3.4,5.6|. Procedure details: In analogy to the procedure described in example 1 f], (2S)-2-ethoxy-3-(4-hydroxy-2-methyl-phenyl)-propionic acid methyl ester (example 1 d]) was reacted with 4-chloromethyl-2-(4-fluoro-3-methyl-phenyl)-5-methyl-oxazole in the presence of cesium carbonate and potassium iodide to yield (S)-2-ethoxy-3-{4-[2-(4-fluoro-3-methyl-phenyl)-5-methyl-oxazol-4-ylmethoxy]-2-methyl-phenyl}-propionic acid methyl ester as colorless liquid.